This data is from the Open Reaction Database (ORD), a public repository of structured organic reaction records. The task is: describe an organic reaction: reactants, conditions, products, and yield Reactants: C(=O)C=1C(=C2N(CCC3=CC(=C(C=C23)OC(C)C)OC)C1C(=O)OCC)C=1SC=CC1 (ethyl 2-formyl-9-isopropoxy-8-methoxy-1-(thiophen-2-yl)-5,6-dihydropyrrolo[2,1-a]isoquinoline-3-carboxylate), [OH-].[Na+] (NaOH). Run in C(C)O (ethanol). Run at temperature 60 celsius, time 1 hour. Product: C(=O)C=1C(=C2N(CCC3=CC(=C(C=C23)OC(C)C)OC)C1C(=O)O)C=1SC=CC1 (2-formyl-9-isopropoxy-8-methoxy-1-(thiophen-2-yl)-5,6-dihydropyrrolo[2,1-a]isoquinoline-3-carboxylic acid). The yield is 98.3%. Reaction SMILES: [CH:1]([C:3]1[C:4]([C:27]2[S:28][CH:29]=[CH:30][CH:31]=2)=[C:5]2[C:14]3[C:9](=[CH:10][C:11]([O:19][CH3:20])=[C:12]([O:15][CH:16]([CH3:18])[CH3:17])[CH:13]=3)[CH2:8][CH2:7][N:6]2[C:21]=1[C:22]([O:24]CC)=[O:23])=[O:2].[OH-].[Na+]>C(O)C>[CH:1]([C:3]1[C:4]([C:27]2[S:28][CH:29]=[CH:30][CH:31]=2)=[C:5]2[C:14]3[C:9](=[CH:10][C:11]([O:19][CH3:20])=[C:12]([O:15][CH:16]([CH3:17])[CH3:18])[CH:13]=3)[CH2:8][CH2:7][N:6]2[C:21]=1[C:22]([OH:24])=[O:23])=[O:2] |f:1.2|. Procedure details: A solution of 815 mg of 15c in 40 ml of ethanol was mixed with 18 ml of 2N NaOH. The mixture was stirred for 1 h at 60° C. The mixture was cooled and concentrated to half its original volume and diluted with 30 ml of water, acidified with 0.5N NaOH and extracted with ethyl acetate. The organic extract was washed with water, dried and concentrated to provide 750 mg of 15d as an amorphous material, which was used without further purification in the next step. The reactants are CCCC[N+](CCCC)(CCCC)CCCC, C1CCOC1, [F-], C[Si](C)(C)Cn1cc(-c2cc(C(N)=O)c(Nc3cccc(CN4CCOCC4)n3)s2)nn1, O. Yields the product Cn1cc(-c2cc(C(N)=O)c(Nc3cccc(CN4CCOCC4)n3)s2)nn1. As a reaction SMILES: [CH2:34]([N+:35]([CH2:36][CH2:37][CH2:38][CH3:39])([CH2:40][CH2:41][CH2:42][CH3:43])[CH2:44][CH2:45][CH2:46][CH3:47])[CH2:48][CH2:49][CH3:50].[CH2:51]1[O:52][CH2:53][CH2:54][CH2:55]1.[F-:33].[O:1]1[CH2:2][CH2:3][N:4]([CH2:7][c:8]2[cH:9][cH:10][cH:11][c:12]([NH:14][c:15]3[s:16][c:17](-[c:23]4[n:24][n:25][n:26]([CH2:28][Si:29]([CH3:30])([CH3:31])[CH3:32])[cH:27]4)[cH:18][c:19]3[C:20](=[O:21])[NH2:22])[n:13]2)[CH2:5][CH2:6]1.[OH2:56]>>[O:1]1[CH2:2][CH2:3][N:4]([CH2:7][c:8]2[cH:9][cH:10][cH:11][c:12]([NH:14][c:15]3[s:16][c:17](-[c:23]4[n:24][n:25][n:26]([CH3:28])[cH:27]4)[cH:18][c:19]3[C:20](=[O:21])[NH2:22])[n:13]2)[CH2:5][CH2:6]1. Reactants: ClC1=CC=NC2=CC(=CC=C12)C(F)(F)F (4-chloro-7-(trifluoromethyl)quinoline), NC1=CC=C(C=C1)S(=O)(=O)N1CCN(CC1)S(=O)(=O)C1=CC(=C(C=C1)CCC)F (1-[(p-aminophenyl)sulfonyl]-4-[(3-fluoro-4-propylphenyl)-sulfonyl]piperazine). Product: FC=1C=C(C=CC1CCC)S(=O)(=O)N1CCN(CC1)S(=O)(=O)C1=CC=C(C=C1)NC1=CC=NC2=CC(=CC=C12)C(F)(F)F (1-[(3-fluoro-4-propylphenyl)sulfonyl]-4-[[4-[[7-(trifluoromethyl)-4-quinolinyl]amino]phenyl]sulfonyl]piperazine). RXN SMILES: Cl[C:2]1[C:11]2[C:6](=[CH:7][C:8]([C:12]([F:15])([F:14])[F:13])=[CH:9][CH:10]=2)[N:5]=[CH:4][CH:3]=1.[NH2:16][C:17]1[CH:22]=[CH:21][C:20]([S:23]([N:26]2[CH2:31][CH2:30][N:29]([S:32]([C:35]3[CH:40]=[CH:39][C:38]([CH2:41][CH2:42][CH3:43])=[C:37]([F:44])[CH:36]=3)(=[O:34])=[O:33])[CH2:28][CH2:27]2)(=[O:25])=[O:24])=[CH:19][CH:18]=1>>[F:44][C:37]1[CH:36]=[C:35]([S:32]([N:29]2[CH2:30][CH2:31][N:26]([S:23]([C:20]3[CH:19]=[CH:18][C:17]([NH:16][C:2]4[C:11]5[C:6](=[CH:7][C:8]([C:12]([F:15])([F:14])[F:13])=[CH:9][CH:10]=5)[N:5]=[CH:4][CH:3]=4)=[CH:22][CH:21]=3)(=[O:25])=[O:24])[CH2:27][CH2:28]2)(=[O:33])=[O:34])[CH:40]=[CH:39][C:38]=1[CH2:41][CH2:42][CH3:43]. Procedure details: In the manner given in Example 1C, 4-chloro-7-(trifluoromethyl)quinoline is heated with 1-[(p-aminophenyl)sulfonyl]-4-[(3-fluoro-4-propylphenyl)-sulfonyl]piperazine to give 1-[(3-fluoro-4-propylphenyl)sulfonyl]-4-[[4-[[7-(trifluoromethyl)-4-quinolinyl]amino]phenyl]sulfonyl]piperazine. Reactants: C1(CCCC1)N (Cyclopentanamine), ClC1=NC=CC=C1[N+](=O)[O-] (2-chloro-3-nitropyridine). Run in O1CCCC1 (tetrahydrofuran). The product is C1(CCCC1)NC1=NC=CC=C1[N+](=O)[O-] (N-cyclopentyl-3-nitropyridin-2-amine). Reaction SMILES: [CH:1]1([NH2:6])[CH2:5][CH2:4][CH2:3][CH2:2]1.Cl[C:8]1[C:13]([N+:14]([O-:16])=[O:15])=[CH:12][CH:11]=[CH:10][N:9]=1>O1CCCC1>[CH:1]1([NH:6][C:8]2[C:13]([N+:14]([O-:16])=[O:15])=[CH:12][CH:11]=[CH:10][N:9]=2)[CH2:5][CH2:4][CH2:3][CH2:2]1. Reported procedure: Cyclopentanamine (2.7 g, 32 mmol) was added to a solution of 2-chloro-3-nitropyridine (5.0 g, 32 mmol) in tetrahydrofuran (200 mL), and the reaction mixture was stirred at reflux for 18 hours. After removal of solvent under reduced pressure, the residue was purified via silica gel chromatography to give the product as a yellow solid. Yield: 5.5 g, 26 mmol, 81%. 1H NMR (400 MHz, CD3OD) δ 8.42 (dd, half of ABX pattern, J=8.3, 1.8 Hz, 1H), 8.40 (dd, half of ABX pattern, J=4.5, 1.8 Hz, 1H), 6.69 (dd... Reactants: ClCC(=O)C=1C=CC2=C(CCO2)C1 (5-chloroacetyl-2,3-dihydrobenzofuran), C(N)(=O)C(C1=CC=CC=C1)(C1=CC=CC=C1)[C@H]1CNCC1 (3-(S)-(-)-(1-carbamoyl-1,1-diphenylmethyl)pyrrolidine), C([O-])([O-])=O.[K+].[K+] (potassium carbonate). The solvent is industrial methylated spirits. Yields the product Cl.C(N)(=O)C(C1=CC=CC=C1)(C1=CC=CC=C1)[C@H]1CN(CC1)CC(=O)C=1C=CC2=C(CCO2)C1 (3-(S)-(1-carbamoyl-1,1-diphenylmethyl)-1-[2-(2,3-dihydrobenzofuran-5-yl)-2-oxoethyl]pyrrolidine hydrochloride). As a reaction SMILES: [Cl:1][CH2:2][C:3]([C:5]1[CH:6]=[CH:7][C:8]2[O:12][CH2:11][CH2:10][C:9]=2[CH:13]=1)=[O:4].[C:14]([C:17]([C@@H:30]1[CH2:34][CH2:33][NH:32][CH2:31]1)([C:24]1[CH:29]=[CH:28][CH:27]=[CH:26][CH:25]=1)[C:18]1[CH:23]=[CH:22][CH:21]=[CH:20][CH:19]=1)(=[O:16])[NH2:15].C(=O)([O-])[O-].[K+].[K+]>>[ClH:1].[C:14]([C:17]([C@@H:30]1[CH2:34][CH2:33][N:32]([CH2:2][C:3]([C:5]2[CH:6]=[CH:7][C:8]3[O:12][CH2:11][CH2:10][C:9]=3[CH:13]=2)=[O:4])[CH2:31]1)([C:24]1[CH:25]=[CH:26][CH:27]=[CH:28][CH:29]=1)[C:18]1[CH:23]=[CH:22][CH:21]=[CH:20][CH:19]=1)(=[O:16])[NH2:15] |f:2.3.4,5.6|. Reported procedure: A mixture of 5-chloroacetyl-2,3-dihydrobenzofuran (176.2 g-see Preparation 18), 3-(S)-(-)-(1-carbamoyl-1,1-diphenylmethyl)pyrrolidine (335.0 g-see Preparation 10(B)) and potassium carbonate (335 g) were stirred in industrial methylated spirits at room temperature for 18 hours then concentrated in vacuo. The oily solid was partitioned between methylene chloride (2,500 ml) and water (2,500 ml) and the organic phase was concentrated to an oil in vacuo. The oil was dissolved in ethyl acetate (3,350 ... The reactants are N1CC(C1)CC=1N(C2=NC(=NC(=C2N1)N1CCOCC1)N1C(=NC2=C1C=CC=C2)CC)C (4-(8-(azetidin-3-ylmethyl)-2-(2-ethyl-1H-benzo[d]imidazol-1-yl)-9-methyl-9H-purin-6-yl)morpholine), BrC(C(=O)N)C (2-bromopropionamide). Yields the product C(C)C1=NC2=C(N1C1=NC(=C3N=C(N(C3=N1)C)CC1CN(C1)[C@H](C(=O)N)C)N1CCOCC1)C=CC=C2 ((S)-2-(3-((2-(2-ethyl-1H-benzo[d]imidazol-1-yl)-9-methyl-6-morpholino-9H-purin-8-yl)methyl)azetidin-1-yl)propanamide). As a reaction SMILES: [NH:1]1[CH2:4][CH:3]([CH2:5][C:6]2[N:7]([CH3:32])[C:8]3[C:13]([N:14]=2)=[C:12]([N:15]2[CH2:20][CH2:19][O:18][CH2:17][CH2:16]2)[N:11]=[C:10]([N:21]2[C:25]4[CH:26]=[CH:27][CH:28]=[CH:29][C:24]=4[N:23]=[C:22]2[CH2:30][CH3:31])[N:9]=3)[CH2:2]1.Br[CH:34]([CH3:38])[C:35]([NH2:37])=[O:36]>>[CH2:30]([C:22]1[N:21]([C:10]2[N:9]=[C:8]3[C:13]([N:14]=[C:6]([CH2:5][CH:3]4[CH2:2][N:1]([C@@H:34]([CH3:38])[C:35]([NH2:37])=[O:36])[CH2:4]4)[N:7]3[CH3:32])=[C:12]([N:15]3[CH2:20][CH2:19][O:18][CH2:17][CH2:16]3)[N:11]=2)[C:25]2[CH:26]=[CH:27][CH:28]=[CH:29][C:24]=2[N:23]=1)[CH3:31]. Procedure: Following General Procedure C, 4-(8-(azetidin-3-ylmethyl)-2-(2-ethyl-1H-benzo[d]imidazol-1-yl)-9-methyl-9H-purin-6-yl)morpholine and 2-bromopropionamide were reacted to give a racemic mixture. The enantiomers were separated by SFC to give 546. LCMS m/z: 252.7 (2M+H+) Starting materials: CCCCc1ccc(C#Cc2ccc(CNCc3ccc(OCC(=O)OC)cc3)cc2)cc1, CCS(=O)(=O)Cl, Cl, c1ccncc1. Yields the product CCCCc1ccc(C#Cc2ccc(CN(Cc3ccc(OCC(=O)OC)cc3)S(=O)(=O)CC)cc2)cc1. Reaction SMILES: [CH2:1]([CH2:2][CH2:3][CH3:4])[c:5]1[cH:6][cH:7][c:8]([C:11]#[C:12][c:13]2[cH:14][cH:15][c:16]([CH2:17][NH:18][CH2:19][c:20]3[cH:21][cH:22][c:23]([O:24][CH2:25][C:26](=[O:27])[O:28][CH3:29])[cH:30][cH:31]3)[cH:32][cH:33]2)[cH:9][cH:10]1.[CH2:34]([CH3:35])[S:36](=[O:37])(=[O:38])[Cl:39].[ClH:46].[cH:40]1[cH:41][cH:42][n:43][cH:44][cH:45]1>>[CH2:1]([CH2:2][CH2:3][CH3:4])[c:5]1[cH:6][cH:7][c:8]([C:11]#[C:12][c:13]2[cH:14][cH:15][c:16]([CH2:17][N:18]([CH2:19][c:20]3[cH:21][cH:22][c:23]([O:24][CH2:25][C:26](=[O:27])[O:28][CH3:29])[cH:30][cH:31]3)[S:36]([CH2:34][CH3:35])(=[O:37])=[O:38])[cH:32][cH:33]2)[cH:9][cH:10]1. The reactants are C(C1=CC=CC=C1)N(C[C@H](O)C1=CC(=CC=C1)[N+](=O)[O-])CCOCC1=CC=CC=C1 ((R)-2-(Benzyl(2-(benzyloxy)ethyl)amino)-1-(3-nitrophenyl)ethanol), O (water), N1C=NC=C1 (imidazole), Cl[Si](CC)(CC)CC (chlorotriethylsilane). Run in CN(C)C=O (DMF). Conditions: time 8 hour. Product: C(C1=CC=CC=C1)N(C[C@H](O[Si](CC)(CC)CC)C1=CC(=CC=C1)[N+](=O)[O-])CCOCC1=CC=CC=C1 ((R)—N-Benzyl-N-(2-(benzyloxy)ethyl)-2-(3-nitrophenyl)-2-(triethylsilyloxy)ethane amine). As a reaction SMILES: [CH2:1]([N:8]([CH2:21][CH2:22][O:23][CH2:24][C:25]1[CH:30]=[CH:29][CH:28]=[CH:27][CH:26]=1)[CH2:9][C@@H:10]([C:12]1[CH:17]=[CH:16][CH:15]=[C:14]([N+:18]([O-:20])=[O:19])[CH:13]=1)[OH:11])[C:2]1[CH:7]=[CH:6][CH:5]=[CH:4][CH:3]=1.N1C=CN=C1.Cl[Si:37]([CH2:42][CH3:43])([CH2:40][CH3:41])[CH2:38][CH3:39].O>CN(C=O)C>[CH2:1]([N:8]([CH2:21][CH2:22][O:23][CH2:24][C:25]1[CH:26]=[CH:27][CH:28]=[CH:29][CH:30]=1)[CH2:9][C@@H:10]([C:12]1[CH:17]=[CH:16][CH:15]=[C:14]([N+:18]([O-:20])=[O:19])[CH:13]=1)[O:11][Si:37]([CH2:42][CH3:43])([CH2:40][CH3:41])[CH2:38][CH3:39])[C:2]1[CH:3]=[CH:4][CH:5]=[CH:6][CH:7]=1. Procedure: (R)-2-(Benzyl(2-(benzyloxy)ethyl)amino)-1-(3-nitrophenyl)ethanol (30.371 g) which can be prepared according to the method described in Reference example 57, etc. and imidazole (6.1318 g; manufactured by Tokyo Chemical Industry, Co., Ltd.) were dissolved in dehydrated DMF (150 mL), added with chlorotriethylsilane (15.1 mL; manufactured by Shin-Etsu Chemical Co., Ltd.), followed by stirring overnight at room temperature. The reaction solution was poured to water and extracted twice with ethyl acet...